From a dataset of the Open Reaction Database (ORD), a public repository of structured organic reaction records. describe an organic reaction: reactants, conditions, products, and yield The reactants are C(#N)C=1C=C(C=CC1)B1OCCO1 (2-(3-cyanophenyl)-[1,3,2]-dioxaborolane), BrC1=C(C=C(C=C1)F)COCOC (1-bromo4-fluoro-2-((methoxymethoxy)methyl)benzene). Yields the product FC1=CC2=C(B(OC2)C=2C=C(C#N)C=CC2)C=C1 (3-(5-Fluorobenzo[c][1,2]oxaborol-1(3H)-yl)benzonitrile). RXN SMILES: [C:1]([C:3]1[CH:4]=[C:5]([B:9]2[O:13][CH2:12][CH2:11]O2)[CH:6]=[CH:7][CH:8]=1)#[N:2].Br[C:15]1C=[CH:19][C:18]([F:21])=[CH:17][C:16]=1COCOC>>[F:21][C:18]1[CH:17]=[CH:16][C:15]2[B:9]([C:5]3[CH:4]=[C:3]([CH:8]=[CH:7][CH:6]=3)[C:1]#[N:2])[O:13][CH2:12][C:11]=2[CH:19]=1. Procedure: This was prepared as per the procedure in Example 11, from 2-(3-cyanophenyl)-[1,3,2]-dioxaborolane and 1-bromo4-fluoro-2-((methoxymethoxy)methyl)benzene to afford white crystalline product. Starting materials: ClC=1C(N(N=CC1Cl)C1=C(C=CC(=C1)C(F)(F)F)F)=O (4,5-dichloro-2-(2-fluoro-5-trifluoromethylphenyl)-pyridazin-3(2H)-one), CNN (methylhydrazine). Run in CO (methanol). Reaction conditions: time 4 hour. Yields the product ClC=1C(N(N=CC1N(N)C)C1=C(C=CC(=C1)C(F)(F)F)F)=O (4-chloro-2-(2-fluoro-5-trifluoromethylphenyl)-5-(1-methylhydrazino)-pyridazin-3(2H)-one). RXN SMILES: [Cl:1][C:2]1[C:3](=[O:20])[N:4]([C:9]2[CH:14]=[C:13]([C:15]([F:18])([F:17])[F:16])[CH:12]=[CH:11][C:10]=2[F:19])[N:5]=[CH:6][C:7]=1Cl.[CH3:21][NH:22][NH2:23]>CO>[Cl:1][C:2]1[C:3](=[O:20])[N:4]([C:9]2[CH:14]=[C:13]([C:15]([F:18])([F:17])[F:16])[CH:12]=[CH:11][C:10]=2[F:19])[N:5]=[CH:6][C:7]=1[N:22]([CH3:21])[NH2:23]. Procedure: To a solution of 41.8 grams of 4,5-dichloro-2-(2-fluoro-5-trifluoromethylphenyl)-pyridazin-3(2H)-one in 400 grams of methanol cooled to 15° C is added dropwise 18.4 grams of methylhydrazine. The reaction mixture is stirred at room temperature for 4 hours, and evaporated to dryness below 30° C. The resulting precipitate is dissolved in 300 grams of methylene dichloride and washed with 300 grams of water. The organic phase is separated and evaporated to dryness. The solid is crystallized from meth... The reactants are ice, [O-]CC.[Na+] (sodium ethoxide), ClC1=NC(=NC=C1C(=S)OCC)C (ethyl 4-chloro-2-methylthiopyrimidine-5-carboxylate). Reagents/catalysts: [Na] (sodium). The solvent is C(C)O (ethanol). Yields the product C(C)OC1=NC(=NC=C1C(=S)OCC)C (ethyl 4-ethoxy-2-methylthiopyrimidine-5-carboxylate). Isolated yield 283.0%. As a reaction SMILES: Cl[C:2]1[C:7]([C:8]([O:10][CH2:11][CH3:12])=[S:9])=[CH:6][N:5]=[C:4]([CH3:13])[N:3]=1.[O-:14][CH2:15][CH3:16].[Na+]>C(O)C.[Na]>[CH2:15]([O:14][C:2]1[C:7]([C:8]([O:10][CH2:11][CH3:12])=[S:9])=[CH:6][N:5]=[C:4]([CH3:13])[N:3]=1)[CH3:16] |f:1.2,^1:20|. Reported procedure: An ice-cooled suspension of 50 g (215 mmol) of ethyl 4-chloro-2-methylthiopyrimidine-5-carboxylate in 300 ml of ethanol was treated dropwise with a solution of sodium ethoxide (prepared from 5.1 g (222 mg.atom) of sodium and 300 ml of ethanol). After 1 hour the mixture was evaporated and the residue partitioned between 400 ml of dichloromethane and 400 ml of water. The organic phase was dried over magnesium sulfate, filtered and evaporated to give 48 g (92%) of ethyl 4-ethoxy-2-methylthiopyrimid... Reactants: OC=1C(C2=CC=CC(=C2C(C1I)=O)O)=O (2,5-dihydroxy-3-iodonaphthalene-1,4-dione), CC(C#C)O (3-butyn-2-ol). The reagents and catalysts are [Cu]=O (copper oxide), Cl[Pd]([P](C1=CC=CC=C1)(C2=CC=CC=C2)C3=CC=CC=C3)([P](C4=CC=CC=C4)(C5=CC=CC=C5)C6=CC=CC=C6)Cl (dichlorobis(triphenylphosphine)palladium). Run in N1=CC=CC=C1 (pyridine). Run at temperature 80 celsius, time 30 minute. The product is OC(C)C1=CC2=C(O1)C(C1=CC=CC(=C1C2=O)O)=O (2-(1-hydroxyethyl)-5-hydroxynaphtho[2,3-b]furan-4,9-dione). Isolated yield 70.1%. Reaction SMILES: [OH:1][C:2]1[C:3](=[O:15])[C:4]2[C:9]([C:10](=[O:13])[C:11]=1I)=[C:8]([OH:14])[CH:7]=[CH:6][CH:5]=2.[CH3:16][CH:17]([OH:20])[C:18]#[CH:19]>N1C=CC=CC=1.[Cu]=O.Cl[Pd](Cl)([P](C1C=CC=CC=1)(C1C=CC=CC=1)C1C=CC=CC=1)[P](C1C=CC=CC=1)(C1C=CC=CC=1)C1C=CC=CC=1>[OH:20][CH:17]([C:18]1[O:1][C:2]2[C:3](=[O:15])[C:4]3[C:9]([C:10](=[O:13])[C:11]=2[CH:19]=1)=[C:8]([OH:14])[CH:7]=[CH:6][CH:5]=3)[CH3:16] |^1:31,50|. Reported procedure: To a solution of 2,5-dihydroxy-3-iodonaphthalene-1,4-dione (30 mg, 0.095 mmol) in pyridine (3.5 ml) were added copper oxide (1) (13.5 mg, 0.095 mmol), 3-butyn-2-ol (75 μl, 0.949 mmol) and dichlorobis(triphenylphosphine)palladium (2 mg, 3 mol %), and the mixture was stirred at 80° C. of the reaction temperature for 30 minutes. The reaction solution was cooled to room temperature, and then the reaction was quenched by the addition of 2M hydrochloric acid. The reaction solution was extracted with c... The reactants are C1(CC1)COC1=C(C=CC(=C1)F)C1=C2C(=NC=C1)C(=C(N2COCC[Si](C)(C)C)C)C(=O)O (7-[2-(cyclopropylmethoxy)-4-fluorophenyl]-2-methyl-1-{[2-(trimethylsilyl)ethoxy]methyl}-1H-pyrrolo[3,2-b]pyridine-3-carboxylic acid), NC1CCN(CC1)C(=O)OC(C)(C)C (tert-butyl 4-amino-piperidine-1-carboxylate). Yields the product C1(CC1)COC1=C(C=CC(=C1)F)C1=C2C(=NC=C1)C(=C(N2COCC[Si](C)(C)C)C)C(=O)NC2CCN(CC2)C(=O)OC(C)(C)C (tert-Butyl 4-{[(7-[2-(cyclopropylmethoxy)-4-fluorophenyl]-2-methyl-1-{[2-(trimethylsilyl)ethoxy]methyl}-1H-pyrrolo[3,2-b]pyridin-3-yl)carbonyl]amino}piperidine-1-carboxylate). As a reaction SMILES: [CH:1]1([CH2:4][O:5][C:6]2[CH:11]=[C:10]([F:12])[CH:9]=[CH:8][C:7]=2[C:13]2[CH:18]=[CH:17][N:16]=[C:15]3[C:19]([C:31]([OH:33])=O)=[C:20]([CH3:30])[N:21]([CH2:22][O:23][CH2:24][CH2:25][Si:26]([CH3:29])([CH3:28])[CH3:27])[C:14]=23)[CH2:3][CH2:2]1.[NH2:34][CH:35]1[CH2:40][CH2:39][N:38]([C:41]([O:43][C:44]([CH3:47])([CH3:46])[CH3:45])=[O:42])[CH2:37][CH2:36]1>>[CH:1]1([CH2:4][O:5][C:6]2[CH:11]=[C:10]([F:12])[CH:9]=[CH:8][C:7]=2[C:13]2[CH:18]=[CH:17][N:16]=[C:15]3[C:19]([C:31]([NH:34][CH:35]4[CH2:36][CH2:37][N:38]([C:41]([O:43][C:44]([CH3:47])([CH3:46])[CH3:45])=[O:42])[CH2:39][CH2:40]4)=[O:33])=[C:20]([CH3:30])[N:21]([CH2:22][O:23][CH2:24][CH2:25][Si:26]([CH3:29])([CH3:27])[CH3:28])[C:14]=23)[CH2:2][CH2:3]1. Procedure: Starting from 7-[2-(cyclopropylmethoxy)-4-fluorophenyl]-2-methyl-1-{[2-(trimethylsilyl)ethoxy]methyl}-1H-pyrrolo[3,2-b]pyridine-3-carboxylic acid (example D.c2) and commercially available tert-butyl 4-amino-piperidine-1-carboxylate the title compound is obtained as pale yellow viscous oil. Starting materials: CCI, O=[N+]([O-])c1ccc(F)cc1O, [K+], [K+], O=C([O-])[O-], CN(C)C=O, O. The product is CCOc1cc(F)ccc1[N+](=O)[O-]. RXN SMILES: [CH2:18]([CH3:19])[I:20].[F:1][c:2]1[cH:3][cH:4][c:5]([N+:9](=[O:10])[O-:11])[c:6]([OH:8])[cH:7]1.[K+:12].[K+:13].[O-:14][C:15]([O-:16])=[O:17].[O:22]=[CH:23][N:24]([CH3:25])[CH3:26].[OH2:21]>>[F:1][c:2]1[cH:3][cH:4][c:5]([N+:9](=[O:10])[O-:11])[c:6]([O:8][CH2:18][CH3:19])[cH:7]1. The reactants are O1C=C(C=C1)C1=CC=CC=2N1N=C(N2)N (5-(3-furyl)[1,2,4]triazolo[1,5-a]pyridin-2-amine), O1CCOC2=C1C=CC(=C2)C(=O)Cl (2,3-dihydro-1,4-benzodioxine-6-carbonyl chloride). As a reaction SMILES: [O:1]1[CH:5]=[CH:4][C:3]([C:6]2[N:11]3[N:12]=[C:13]([NH2:15])[N:14]=[C:10]3[CH:9]=[CH:8][CH:7]=2)=[CH:2]1.[O:16]1[C:21]2[CH:22]=[CH:23][C:24]([C:26](Cl)=[O:27])=[CH:25][C:20]=2[O:19][CH2:18][CH2:17]1>>[O:1]1[CH:5]=[CH:4][C:3]([C:6]2[N:11]3[N:12]=[C:13]([NH:15][C:26]([C:24]4[CH:23]=[CH:22][C:21]5[O:16][CH2:17][CH2:18][O:19][C:20]=5[CH:25]=4)=[O:27])[N:14]=[C:10]3[CH:9]=[CH:8][CH:7]=2)=[CH:2]1. Reported procedure: The title compound was prepared following procedure and work up described for example 19, but starting from 5-(3-furyl)[1,2,4]triazolo[1,5-a]pyridin-2-amine ((A2), 50 mg; 0.25 mmol; 1.0 eq.) and 2,3-dihydro-1,4-benzodioxine-6-carbonyl chloride (74 mg; 0.37 mmol; 1.5 eq.) as a white powder (34 mg, 37%). HPLC, Rt: 3.17 min. (purity 81.5%). LC/MS, M+(ESI): 363.0. Product: O1C=C(C=C1)C1=CC=CC=2N1N=C(N2)NC(=O)C2=CC1=C(OCCO1)C=C2 (N-[5-(3-furyl)[1,2,4]triazolo[1,5-a]pyridin-2-yl]-2,3-dihydro-1,4-benzodioxine-6-carboxamide). Starting materials: CC1=C(C=O)C=C(C(=C1)[N+](=O)[O-])C (2,5-dimethyl-4-nitrobenzaldehyde), C=1(C(=CC=CC1)S(=O)(=O)C[N+]#[C-])C (toluenesulfonylmethyl isocyanide), C[O-].[Na+] (sodium methoxide). Run in CO (methanol). Reaction conditions: temperature 90 celsius. Yields the product CC1=C(C=C(C(=C1)[N+](=O)[O-])C)C1=CN=CO1 (5-(2,5-Dimethyl-4-nitrophenyl)oxazole). As a reaction SMILES: [CH3:1][C:2]1[CH:9]=[C:8]([N+:10]([O-:12])=[O:11])[C:7]([CH3:13])=[CH:6][C:3]=1[CH:4]=[O:5].C1(C)C(S([CH2:23][N+:24]#[C-:25])(=O)=O)=CC=CC=1.C[O-].[Na+]>CO>[CH3:1][C:2]1[CH:9]=[C:8]([N+:10]([O-:12])=[O:11])[C:7]([CH3:13])=[CH:6][C:3]=1[C:4]1[O:5][CH:25]=[N:24][CH:23]=1 |f:2.3|. Reported procedure: To a mixture of 2,5-dimethyl-4-nitrobenzaldehyde (75 mg, 0.42 mmol) and toluenesulfonylmethyl isocyanide (TOSMIC) (98 mg, 0.5 mmol) in methanol (2 mL), was added sodium methoxide (68 mg, 1.26 mmol). The mixture was sealed and heated at 90° C. for 15 hr. The reaction mixture was concentrated and partitioned between water and ethyl acetate. The organic layer was separated, dried over sodium sulfate and concentrated. The 5-(2,5-Dimethyl-4-nitrophenyl)oxazole obtained was used in the next step witho...